This data is from the Open Reaction Database (ORD), a public repository of structured organic reaction records. The task is: describe an organic reaction: reactants, conditions, products, and yield Reactants: CN (methylamine), ( a ), NC=1C=CC2=C(C(=NCC(N2C)=O)C2=C(C=CC=C2)F)C1Cl (7-amino-6-chloro-5-(o-fluorophenyl)-1,3-dihydro-1-methyl-2H-1,4-benzodiazepin-2-one), ClC(C)Cl (dichloroethane), ClC1=C(C=CC2=C1C(=NCC(N2C)=O)C2=C(C=CC=C2)F)N=C=O ([6-chloro-5-(o-fluorophenyl)-2,3-dihydro-1-methyl-2-oxo-1H-1,4-benzodiazepin-7-yl]isocyanate). Product: ClC1=C(C=CC2=C1C(=NCC(N2C)=O)C2=C(C=CC=C2)F)NC(=O)NC (1-[6-chloro-5-(o-fluorophenyl)-2,3-dihydro-1-methyl-2-oxo-1H-1,4-benzodiazepin-7-yl]-3-methylurea). RXN SMILES: CN.ClC(Cl)C.[Cl:7][C:8]1[C:13]2[C:14]([C:21]3[CH:26]=[CH:25][CH:24]=[CH:23][C:22]=3[F:27])=[N:15][CH2:16][C:17](=[O:20])[N:18]([CH3:19])[C:12]=2[CH:11]=[CH:10][C:9]=1[N:28]=[C:29]=[O:30].[NH2:31][C:32]1C=CC2N(C)C(=O)CN=C(C3C=CC=CC=3F)C=2C=1Cl>>[Cl:7][C:8]1[C:13]2[C:14]([C:21]3[CH:26]=[CH:25][CH:24]=[CH:23][C:22]=3[F:27])=[N:15][CH2:16][C:17](=[O:20])[N:18]([CH3:19])[C:12]=2[CH:11]=[CH:10][C:9]=1[NH:28][C:29]([NH:31][CH3:32])=[O:30]. Procedure details: Excess gaseous methylamine is conducted into a dichloroethane solution of [6-chloro-5-(o-fluorophenyl)-2,3-dihydro-1-methyl-2-oxo-1H-1,4-benzodiazepin-7-yl]isocyanate, obtained in analogy to the procedure described in paragraph (a) of Example 1 from 10 g (0.031 M) of 7-amino-6-chloro-5-(o-fluorophenyl)-1,3-dihydro-1-methyl-2H-1,4-benzodiazepin-2-one, and the mixture is concentrated. The residue is dissolved in methylene chloride/water and extracted with methylene chloride. The organic phase is s... Reactants: C(=O)([O-])[O-].[K+].[K+] (K2CO3), BrC1=NN(C2=NC=C(C=C21)NC(C2=C(C(=CC=C2F)N(S(=O)(=O)CCC)S(=O)(=O)CCC)F)=O)S(=O)(=O)C2=CC=C(C)C=C2 (N-(3-bromo-1-tosyl-1H-pyrazolo[3,4-b]pyridin-5-yl)-2,6-difluoro-3-(N-(propylsulfonyl)propylsulfonamido)benzamide). Run in CO.O (MeOH H2O). Conditions: temperature 60 celsius. Product: BrC1=NNC2=NC=C(C=C21)NC(C2=C(C(=CC=C2F)NS(=O)(=O)CCC)F)=O (N-(3-bromo-1H-pyrazolo[3,4-b]pyridin-5-yl)-2,6-difluoro-3-(propylsulfonamido)benzamide). Yield: 37.2%. As a reaction SMILES: C([O-])([O-])=O.[K+].[K+].[Br:7][C:8]1[C:16]2[C:11](=[N:12][CH:13]=[C:14]([NH:17][C:18](=[O:40])[C:19]3[C:24]([F:25])=[CH:23][CH:22]=[C:21]([N:26](S(CCC)(=O)=O)[S:27]([CH2:30][CH2:31][CH3:32])(=[O:29])=[O:28])[C:20]=3[F:39])[CH:15]=2)[N:10](S(C2C=CC(C)=CC=2)(=O)=O)[N:9]=1>CO.O>[Br:7][C:8]1[C:16]2[C:11](=[N:12][CH:13]=[C:14]([NH:17][C:18](=[O:40])[C:19]3[C:24]([F:25])=[CH:23][CH:22]=[C:21]([NH:26][S:27]([CH2:30][CH2:31][CH3:32])(=[O:29])=[O:28])[C:20]=3[F:39])[CH:15]=2)[NH:10][N:9]=1 |f:0.1.2,4.5|. Procedure details: K2CO3 (0.151 g, 1.09 mmol) was added to a solution of N-(3-bromo-1-tosyl-1H-pyrazolo[3,4-b]pyridin-5-yl)-2,6-difluoro-3-(N-(propylsulfonyl)propylsulfonamido)benzamide (0.100 g, 0.136 mmol) in MeOH/H2O (4:1, 10 mL), and the reaction mixture was heated to 60° C. for 1 hour. The reaction mixture was cooled to room temperature and concentrated. The resulting residue was taken up in ethyl acetate (100 mL) and washed with water (50 mL). The crude product was purified by column chromatography, eluting ... Reactants: BrC1=C(C2=C(S1)CCCC2)C(=O)O (2-bromo-4,5,6,7-tetrahydrobenzo[b]thiophene-3-carboxylic acid), S(=O)(Cl)Cl (thionyl chloride), NC1=C(C=CC=C1)S (2-aminothiophenol). The product is BrC1=C(C2=C(S1)CCCC2)C(=O)NC2=C(C=CC=C2)S (2-bromo-4,5,6,7-tetrahydro-N-(2-mercaptophenyl)-benzo[b]thiophene-3-carboxamide). As a reaction SMILES: [Br:1][C:2]1[S:6][C:5]2[CH2:7][CH2:8][CH2:9][CH2:10][C:4]=2[C:3]=1[C:11]([OH:13])=O.S(Cl)(Cl)=O.[NH2:18][C:19]1[CH:24]=[CH:23][CH:22]=[CH:21][C:20]=1[SH:25]>>[Br:1][C:2]1[S:6][C:5]2[CH2:7][CH2:8][CH2:9][CH2:10][C:4]=2[C:3]=1[C:11]([NH:18][C:19]1[CH:24]=[CH:23][CH:22]=[CH:21][C:20]=1[SH:25])=[O:13]. Procedure: In the same manner as in Starting Material Synthesis Example 60 and using 2-bromo-4,5,6,7-tetrahydrobenzo[b]thiophene-3-carboxylic acid, thionyl chloride, 2-aminothiophenol, 2-bromo-4,5,6,7-tetrahydro-N-(2-mercaptophenyl)-benzo[b]thiophene-3-carboxamide is obtained. Reactants: [N+](=O)([O-])C1=CC(=C2NC(C(NC2=C1)=O)=O)CNC(C1=C(C=CC=C1)O)=O (N-(7-nitro-2,3-dioxo-1,2,3,4-tetrahydroquinoxalin-5-ylmethyl)-(2-hydroxy)-benzoic acid amide), C(C)(=O)OCC.CO (ethyl acetate methanol). Yields the product [N+](=O)([O-])C1=CC(=C2NC(C(NC2=C1)=O)=O)CNC(C1=CC(=CC=C1)OC(C)=O)=O (N-(7-nitro-2,3-dioxo-1,2,3,4-tetrahydroquinoxalin-5-ylmethyl)-(3-acetoxy)-benzamide). Reaction SMILES: [N+:1]([C:4]1[CH:13]=[C:12]2[C:7]([NH:8][C:9](=[O:15])[C:10](=[O:14])[NH:11]2)=[C:6]([CH2:16][NH:17][C:18](=[O:26])[C:19]2[CH:24]=[CH:23][CH:22]=[CH:21][C:20]=2O)[CH:5]=1)([O-:3])=[O:2].[C:27]([O:30]CC)(=[O:29])[CH3:28].CO>>[N+:1]([C:4]1[CH:13]=[C:12]2[C:7]([NH:8][C:9](=[O:15])[C:10](=[O:14])[NH:11]2)=[C:6]([CH2:16][NH:17][C:18](=[O:26])[C:19]2[CH:24]=[CH:23][CH:22]=[C:21]([O:30][C:27](=[O:29])[CH3:28])[CH:20]=2)[CH:5]=1)([O-:3])=[O:2] |f:1.2|. Procedure: N-(7-nitro-2,3-dioxo-1,2,3,4-tetrahydroquinoxalin-5-ylmethyl)-(2-hydroxy)-benzoic acid amide, ESCl+ -MS: (M+H)+ =357; TLC: ethyl acetate/methanol (1:1+2% acetic acid) Rf 0.33.